describe an organic reaction: reactants, conditions, products, and yield From a dataset of the Open Reaction Database (ORD), a public repository of structured organic reaction records. The reactants are CCCCc1nc2cccc(CC(=O)OCC)c2n1Cc1ccc(-c2ccccc2-c2nnn[nH]2)cc1, CO, [Na+], [OH-]. The product is CCCCc1nc2cccc(CC(=O)O)c2n1Cc1ccc(-c2ccccc2-c2nnn[nH]2)cc1. As a reaction SMILES: [CH2:1]([CH2:2][CH2:3][CH3:4])[c:5]1[n:6][c:7]2[c:8]([n:9]1[CH2:10][c:11]1[cH:12][cH:13][c:14](-[c:17]3[c:18](-[c:23]4[n:24][n:25][n:26][nH:27]4)[cH:19][cH:20][cH:21][cH:22]3)[cH:15][cH:16]1)[c:28]([CH2:32][C:33](=[O:34])[O:35][CH2:36][CH3:37])[cH:29][cH:30][cH:31]2.[CH3:40][OH:41].[Na+:39].[OH-:38]>>[CH2:1]([CH2:2][CH2:3][CH3:4])[c:5]1[n:6][c:7]2[c:8]([n:9]1[CH2:10][c:11]1[cH:12][cH:13][c:14](-[c:17]3[c:18](-[c:23]4[n:24][n:25][n:26][nH:27]4)[cH:19][cH:20][cH:21][cH:22]3)[cH:15][cH:16]1)[c:28]([CH2:32][C:33](=[O:34])[OH:35])[cH:29][cH:30][cH:31]2. Run at time 30 minute. Solvent: CN(C=O)C (N,N-dimethylformamide), CN(C=O)C (N,N-dimethylformamide), C(C)(C)N(C(C)C)CC (N,N-diisopropylethylamine), C(C)(=O)OCC (ethyl acetate). RXN SMILES: [C:1]([O:5][C:6]([NH:8][C:9]([CH3:14])([CH3:13])[C:10]([OH:12])=O)=[O:7])([CH3:4])([CH3:3])[CH3:2].Cl.C(N=C=NCCCN(C)C)C.O.ON1C2C=CC=CC=2N=N1.[C:38]1([NH2:45])[CH:43]=[CH:42][CH:41]=[C:40]([NH2:44])[CH:39]=1.C(=O)([O-])O.[Na+]>CN(C)C=O.C(N(CC)C(C)C)(C)C.C(OCC)(=O)C>[NH2:44][C:40]1[CH:39]=[C:38]([NH:45][C:10](=[O:12])[C:9]([NH:8][C:6](=[O:7])[O:5][C:1]([CH3:2])([CH3:3])[CH3:4])([CH3:14])[CH3:13])[CH:43]=[CH:42][CH:41]=1 |f:1.2,3.4,6.7|. The reactants are C1(=CC(=CC=C1)N)N (1,3-phenylenediamine), C(C)(C)(C)OC(=O)NC(C(=O)O)(C)C (2-(tert-butoxycarbonylamino)isobutyric acid), Cl.C(C)N=C=NCCCN(C)C (1-ethyl-3-(3-dimethylaminopropyl)carbodiimide hydrochloride), O.ON1N=NC2=C1C=CC=C2 (1-hydroxybenzotriazole monohydrate), C(O)([O-])=O.[Na+] (sodium hydrogencarbonate). Yields the product NC=1C=C(C=CC1)NC(C(C)(C)NC(OC(C)(C)C)=O)=O (tert-butyl (1-((3-aminophenyl)amino)-2-methyl-1-oxopropan-2-yl)carbamate). Reported procedure: To a solution of 2-(tert-butoxycarbonylamino)isobutyric acid (203 mg), 1-ethyl-3-(3-dimethylaminopropyl)carbodiimide hydrochloride (211 mg) and 1-hydroxybenzotriazole monohydrate (149 mg) in N,N-dimethylformamide (3 mL), N,N-diisopropylethylamine (510 μL) was added at room temperature, and the mixture was stirred at the same temperature for 1 hour and 30 minutes. To the reaction mixture, a solution of 1,3-phenylenediamine (260 mg) in N,N-dimethylformamide (2 mL) was added at room temperature, an... Yield: 66.5%. Starting materials: CC(=O)c1ccc(C)c(S(=O)(=O)O)c1, CCN(CC)c1ccccc1, CN(C)C=O, ClC(Cl)Cl, O, O=S(Cl)Cl. Product: CC(=O)c1ccc(C)c(S(=O)(=O)Cl)c1. As a reaction SMILES: [C:12]([CH3:13])(=[O:14])[c:15]1[cH:16][cH:17][c:18]([CH3:25])[c:19]([S:21](=[O:22])(=[O:23])[OH:24])[cH:20]1.[CH2:1]([N:2]([CH2:3][CH3:4])[c:5]1[cH:6][cH:7][cH:8][cH:9][cH:10]1)[CH3:11].[CH3:26][N:27]([CH3:28])[CH:29]=[O:30].[CH:35]([Cl:36])([Cl:37])[Cl:38].[OH2:39].[S:31]([Cl:32])([Cl:33])=[O:34]>>[C:12]([CH3:13])(=[O:14])[c:15]1[cH:16][cH:17][c:18]([CH3:25])[c:19]([S:21](=[O:22])(=[O:23])[Cl:33])[cH:20]1. Reaction SMILES: [CH3:1][C:2]1[O:6][C:5]([C:7]2[CH:12]=[CH:11][CH:10]=[CH:9][CH:8]=2)=[N:4][C:3]=1[CH2:13][O:14][C:15]1[CH:39]=[CH:38][C:18]([CH2:19][O:20][C:21]2[CH:30]=[CH:29][C:28]3[C:23](=[CH:24][CH:25]=[CH:26][CH:27]=3)[C:22]=2[CH:31]=[CH:32][C:33]([O:35][CH2:36][CH3:37])=[O:34])=[CH:17][CH:16]=1.C(O)C>[Pt]=O.O1CCCC1>[CH3:1][C:2]1[O:6][C:5]([C:7]2[CH:12]=[CH:11][CH:10]=[CH:9][CH:8]=2)=[N:4][C:3]=1[CH2:13][O:14][C:15]1[CH:16]=[CH:17][C:18]([CH2:19][O:20][C:21]2[CH:30]=[CH:29][C:28]3[C:23](=[CH:24][CH:25]=[CH:26][CH:27]=3)[C:22]=2[CH2:31][CH2:32][C:33]([O:35][CH2:36][CH3:37])=[O:34])=[CH:38][CH:39]=1. Yield: 89.7%. Procedure: A mixture of ethyl 3-[2-[4-[(5-methyl-2-phenyl-4-oxazolyl)methoxy]benzyloxy]-1-naphthyl]-2-propenoate (1.51 g), platinum oxide (0.18 g), ethanol (5 mL) and tetrahydrofuran (10 mL) was stirred at room temperature overnight under a hydrogen atmosphere. The catalyst was filtered off, and the filtrate was concentrated to give crystals (1.36 g, 90%) of ethyl 3-[2-[4-[(5-methyl-2-phenyl-4-oxazolyl)methoxy]benzyloxy]-1-naphthyl]propionate. Recrystallization from acetone-hexane gave colorless needle cry... Yields the product CC1=C(N=C(O1)C1=CC=CC=C1)COC1=CC=C(COC2=C(C3=CC=CC=C3C=C2)CCC(=O)OCC)C=C1 (ethyl 3-[2-[4-[(5-methyl-2-phenyl-4-oxazolyl)methoxy]benzyloxy]-1-naphthyl]propionate). Conditions: time 8 hour. The reagents and catalysts are [Pt]=O (platinum oxide). Reactants: CC1=C(N=C(O1)C1=CC=CC=C1)COC1=CC=C(COC2=C(C3=CC=CC=C3C=C2)C=CC(=O)OCC)C=C1 (ethyl 3-[2-[4-[(5-methyl-2-phenyl-4-oxazolyl)methoxy]benzyloxy]-1-naphthyl]-2-propenoate), C(C)O (ethanol). The solvent is O1CCCC1 (tetrahydrofuran). Reactants: CC(C)(C)OC(=O)N1CCOc2c(Br)cccc2C1, CCO, Cc1ccccc1, OB(O)c1ccccc1OC(F)(F)F, [Na+], [Na+], O=C([O-])[O-], O, c1ccc(P(c2ccccc2)(c2ccccc2)[Pd](P(c2ccccc2)(c2ccccc2)c2ccccc2)(P(c2ccccc2)(c2ccccc2)c2ccccc2)P(c2ccccc2)(c2ccccc2)c2ccccc2)cc1. The product is CC(C)(C)OC(=O)N1CCOc2c(cccc2-c2ccccc2OC(F)(F)F)C1. As a reaction SMILES: [Br:1][c:2]1[cH:3][cH:4][cH:5][c:6]2[c:12]1[O:11][CH2:10][CH2:9][N:8]([C:13](=[O:14])[O:15][C:16]([CH3:17])([CH3:18])[CH3:19])[CH2:7]2.[CH3:35][CH2:36][OH:37].[CH3:44][c:45]1[cH:46][cH:47][cH:48][cH:49][cH:50]1.[F:20][C:21]([O:22][c:23]1[c:24]([B:29]([OH:30])[OH:31])[cH:25][cH:26][cH:27][cH:28]1)([F:32])[F:33].[Na+:38].[Na+:39].[O-:40][C:41](=[O:42])[O-:43].[OH2:34].[cH:51]1[cH:52][cH:53][c:54]([P:55]([Pd:56]([P:57]([c:58]2[cH:59][cH:60][cH:61][cH:62][cH:63]2)([c:64]2[cH:65][cH:66][cH:67][cH:68][cH:69]2)[c:70]2[cH:71][cH:72][cH:73][cH:74][cH:75]2)([P:76]([c:77]2[cH:78][cH:79][cH:80][cH:81][cH:82]2)([c:83]2[cH:84][cH:85][cH:86][cH:87][cH:88]2)[c:89]2[cH:90][cH:91][cH:92][cH:93][cH:94]2)[P:95]([c:96]2[cH:97][cH:98][cH:99][cH:100][cH:101]2)([c:102]2[cH:103][cH:104][cH:105][cH:106][cH:107]2)[c:108]2[cH:109][cH:110][cH:111][cH:112][cH:113]2)([c:114]2[cH:115][cH:116][cH:117][cH:118][cH:119]2)[c:120]2[cH:121][cH:122][cH:123][cH:124][cH:125]2)[cH:126][cH:127]1>>[c:2]1(-[c:24]2[c:23]([O:22][C:21]([F:20])([F:32])[F:33])[cH:28][cH:27][cH:26][cH:25]2)[cH:3][cH:4][cH:5][c:6]2[c:12]1[O:11][CH2:10][CH2:9][N:8]([C:13](=[O:14])[O:15][C:16]([CH3:17])([CH3:18])[CH3:19])[CH2:7]2. Starting materials: CC1(N=C(OC1)C1=C(C(=C(C=C1)OC)OC)OC)C (4,5-dihydro-4,4-dimethyl-2-(2,3,4-trimethoxyphenyl)oxazole), COC=1C=C(C=CC1)CCBr (2-(3-methoxyphenyl)ethylbromide), [Mg] (magnesium), O (Water). Run in O1CCCC1 (tetrahydrofuran), O1CCCC1 (tetrahydrofuran), O1CCCC1 (tetrahydrofuran). Conditions: time 16 hour. The product is COC=1C(=C(C=CC1OC)C=1OCC(N1)(C)C)CCC1=CC(=CC=C1)OC (2-[3,4-Dimethoxy-2-(2-[3-methoxyphenyl]ethyl)phenyl]-4,5-dihydro-4,4-dimethyloxazole). RXN SMILES: [CH3:1][O:2][C:3]1[CH:4]=[C:5]([CH2:9][CH2:10]Br)[CH:6]=[CH:7][CH:8]=1.[Mg].[CH3:13][C:14]1([CH3:31])[CH2:18][O:17][C:16]([C:19]2[CH:24]=[CH:23][C:22]([O:25][CH3:26])=[C:21]([O:27][CH3:28])[C:20]=2OC)=[N:15]1.O>O1CCCC1>[CH3:28][O:27][C:21]1[C:20]([CH2:10][CH2:9][C:5]2[CH:6]=[CH:7][CH:8]=[C:3]([O:2][CH3:1])[CH:4]=2)=[C:19]([C:16]2[O:17][CH2:18][C:14]([CH3:13])([CH3:31])[N:15]=2)[CH:24]=[CH:23][C:22]=1[O:25][CH3:26]. Procedure details: A solution of 2-(3-methoxyphenyl)ethylbromide (12.2 g) in dry tetrahydrofuran (20 ml) was added dropwise to a suspension of magnesium (1.46 g) in dry tetrahydrofuran (20 ml), under an atmosphere of nitrogen, at a rate sufficient to maintain a state of reflux. After 1 hour the cooled solution was added to a stirred solution of 4,5-dihydro-4,4-dimethyl-2-(2,3,4-trimethoxyphenyl)oxazole (7.95 g) in dry tetrahydrofuran (50 ml) under an atmosphere of nitrogen. The mixture was stirred at 20° for 16 ho... Reactants: C(C)(C)(C)C1=CC(=NO1)N=C=O (5-t-butyl-3-isoxazolyl isocyanate), CNCCCC (N-methylbutylamine), resultant mixture. The solvent is C1=CC=CC=C1 (benzene). Yields the product C(CCC)N(C(=O)NC1=NOC(=C1)C(C)(C)C)C (1-butyl-1-methyl-3-(5-t-butyl-3-isoxazolyl)urea). Isolated yield 90.6%. As a reaction SMILES: [C:1]([C:5]1[O:9][N:8]=[C:7]([N:10]=[C:11]=[O:12])[CH:6]=1)([CH3:4])([CH3:3])[CH3:2].[CH3:13][NH:14][CH2:15][CH2:16][CH2:17][CH3:18]>C1C=CC=CC=1>[CH2:15]([N:14]([CH3:13])[C:11]([NH:10][C:7]1[CH:6]=[C:5]([C:1]([CH3:4])([CH3:2])[CH3:3])[O:9][N:8]=1)=[O:12])[CH2:16][CH2:17][CH3:18]. Reported procedure: To a suspension of 5-t-butyl-3-isoxazolyl isocyanate (1.99 g) in benzene (120 ml), N-methylbutylamine (1.15 g) is added, and the resultant mixture is refluxed for 3 hours. After cooling, the reaction mixture is evaporated to remove the solvent, and the residue is chromatographed on a plate of silica gel to give 1-butyl-1-methyl-3-(5-t-butyl-3-isoxazolyl)urea (2.75 g). This substance is recrystallized from hexane to give crystals melting at 65.5° to 66.5° C. The yield is 89.8%. Reactants: ClC1=NC2=CC=C(C=C2N=C1N(C)C(C)C)C(=O)OC (methyl 2-chloro-3-(isopropyl(methyl)amino)quinoxaline-6-carboxylate), O1C(=CC2=C1C=CC=C2)B(O)O (benzofuran-2-ylboronic acid), [O-]P(=O)([O-])[O-].[K+].[K+].[K+] (K3PO4). The reagents and catalysts are C=1C=CC(=CC1)[P](C=2C=CC=CC2)(C=3C=CC=CC3)[Pd]([P](C=4C=CC=CC4)(C=5C=CC=CC5)C=6C=CC=CC6)([P](C=7C=CC=CC7)(C=8C=CC=CC8)C=9C=CC=CC9)[P](C=1C=CC=CC1)(C=1C=CC=CC1)C=1C=CC=CC1 (Pd(PPh3)4). The solvent is O1CCOCC1 (1,4-dioxane). Reaction conditions: temperature 100 celsius, time 8 hour. Yields the product O1C(=CC2=C1C=CC=C2)C2=NC1=CC=C(C=C1N=C2N(C)C(C)C)C(=O)OC (Methyl 2-(benzofuran-2-yl)-3-(isopropyl(methyl)amino)quinoxaline-6-carboxylate). RXN SMILES: Cl[C:2]1[C:11]([N:12]([CH:14]([CH3:16])[CH3:15])[CH3:13])=[N:10][C:9]2[C:4](=[CH:5][CH:6]=[C:7]([C:17]([O:19][CH3:20])=[O:18])[CH:8]=2)[N:3]=1.[O:21]1[C:25]2[CH:26]=[CH:27][CH:28]=[CH:29][C:24]=2[CH:23]=[C:22]1B(O)O.[O-]P([O-])([O-])=O.[K+].[K+].[K+]>C1C=CC([P]([Pd]([P](C2C=CC=CC=2)(C2C=CC=CC=2)C2C=CC=CC=2)([P](C2C=CC=CC=2)(C2C=CC=CC=2)C2C=CC=CC=2)[P](C2C=CC=CC=2)(C2C=CC=CC=2)C2C=CC=CC=2)(C2C=CC=CC=2)C2C=CC=CC=2)=CC=1.O1CCOCC1>[O:21]1[C:25]2[CH:26]=[CH:27][CH:28]=[CH:29][C:24]=2[CH:23]=[C:22]1[C:2]1[C:11]([N:12]([CH:14]([CH3:16])[CH3:15])[CH3:13])=[N:10][C:9]2[C:4](=[CH:5][CH:6]=[C:7]([C:17]([O:19][CH3:20])=[O:18])[CH:8]=2)[N:3]=1 |f:2.3.4.5,^1:44,46,65,84|. Procedure details: Into a 10-mL sealed tube, was placed methyl 2-chloro-3-(isopropyl(methyl)amino)quinoxaline-6-carboxylate (200 mg, 0.68 mmol, 1.00 equiv), benzofuran-2-ylboronic acid (220 mg, 1.36 mmol, 1.99 equiv), Pd(PPh3)4 (157 mg, 0.14 mmol, 0.20 equiv), K3PO4 (577 mg, 2.73 mmol, 4.01 equiv), 1,4-dioxane (4 mL). The resulting solution was stirred for overnight at 100° C. in an oil bath. The resulting mixture was concentrated under vacuum. The residue was applied onto a silica gel column with ethyl acetate/pe...